From a dataset of the Open Reaction Database (ORD), a public repository of structured organic reaction records. describe an organic reaction: reactants, conditions, products, and yield Reactants: C(C)(C)(C)OC(NC1=CC=C(C=C1)OCCC=1N=C(OC1C)C1=CC=CC=C1)=O ({4-[2-(5-methyl-2-phenyl-oxazol-4-yl)-ethoxy]-phenyl}-carbamic acid tert-butyl ester), [OH-].[K+] (KOH), C(C)OC(C1=C(C=CC=C1)CBr)=O (2-bromomethyl-benzoic acid ethyl ester). The solvent is CS(=O)C (DMSO), CS(=O)C (DMSO). Conditions: time 2.5 hour. The product is C(C)OC(C1=C(C=CC=C1)CN(C1=CC=C(C=C1)OCCC=1N=C(OC1C)C1=CC=CC=C1)C(=O)OC(C)(C)C)=O (2-[(tert-Butoxycarbonyl-{4-[2-(5-methyl-2-phenyl-oxazol-4-yl)-ethoxy]-phenyl}-amino)-methyl]-benzoic acid ethyl ester). Yield: 94.0%. RXN SMILES: [OH-].[K+].[C:3]([O:7][C:8](=[O:31])[NH:9][C:10]1[CH:15]=[CH:14][C:13]([O:16][CH2:17][CH2:18][C:19]2[N:20]=[C:21]([C:25]3[CH:30]=[CH:29][CH:28]=[CH:27][CH:26]=3)[O:22][C:23]=2[CH3:24])=[CH:12][CH:11]=1)([CH3:6])([CH3:5])[CH3:4].[CH2:32]([O:34][C:35](=[O:44])[C:36]1[CH:41]=[CH:40][CH:39]=[CH:38][C:37]=1[CH2:42]Br)[CH3:33]>CS(C)=O>[CH2:32]([O:34][C:35](=[O:44])[C:36]1[CH:41]=[CH:40][CH:39]=[CH:38][C:37]=1[CH2:42][N:9]([C:8]([O:7][C:3]([CH3:6])([CH3:4])[CH3:5])=[O:31])[C:10]1[CH:11]=[CH:12][C:13]([O:16][CH2:17][CH2:18][C:19]2[N:20]=[C:21]([C:25]3[CH:30]=[CH:29][CH:28]=[CH:27][CH:26]=3)[O:22][C:23]=2[CH3:24])=[CH:14][CH:15]=1)[CH3:33] |f:0.1|. Reported procedure: To a suspension of 3.41 g of powdered KOH in 110 ml of DMSO was added at 22° C. 6.00 g of {4-[2-(5-methyl-2-phenyl-oxazol-4-yl)-ethoxy]-phenyl}-carbamic acid tert-butyl ester and the suspension was stirred for 25 min. A solution of 7.40 g of 2-bromomethyl-benzoic acid ethyl ester in 10 ml of DMSO was added slowly keeping the temperature at 15-20° C. and stirring was continued at 22° C. for 2.5 h. The dark mixture was partitioned between 500 ml of a saturated aqueous NH4Cl and 200 ml of AcOEt, th... Starting materials: C(C)(=O)OC(=COC)C(CC(C1=CC=CC=C1)=O)=O (1-methoxy-3,5-dioxo-5-phenylpent-1-en-2-yl acetate), C1(=CC=C(C=C1)S(=O)(=O)[O-])C.[NH+]1=CC=CC=C1 (pyridinium p-toluenesulfonate). Solvent: C1(=CC=CC=C1)C (toluene). Yields the product C(C)(=O)OC1=COC(=CC1=O)C1=CC=CC=C1 (4-oxo-6-phenyl-4H-pyran-3-yl acetate). As a reaction SMILES: [C:1]([O:4][C:5]([C:9](=[O:19])[CH2:10][C:11](=[O:18])[C:12]1[CH:17]=[CH:16][CH:15]=[CH:14][CH:13]=1)=[CH:6]OC)(=[O:3])[CH3:2].C1(C)C=CC(S([O-])(=O)=O)=CC=1.[NH+]1C=CC=CC=1>C1(C)C=CC=CC=1>[C:1]([O:4][C:5]1[C:9](=[O:19])[CH:10]=[C:11]([C:12]2[CH:17]=[CH:16][CH:15]=[CH:14][CH:13]=2)[O:18][CH:6]=1)(=[O:3])[CH3:2] |f:1.2|. Procedure details: To a solution of 545 mg (3.5 mmol) of 1-methoxy-3-oxobut-1-en-2-yl acetate in THF (14.2 mL) at −78° C. was added LHMDS (3.45 mL of a 1 M solution in toluene) dropwise. After stirring for min at −78° C., the reaction mixture was treated with 0.4 mL (3.5 mmol) of benzoyl chloride dropwise, then removed from the cold bath and allowed to warm to room temperature and continue stirring for 18 h. The reaction was quenched with 10 mL 10% aq HCl and extracted with diethyl ether (3×10 mL). The organic fra... Starting materials: NCC1(C(NC(N1)=O)=O)C (5-(aminomethyl)-5-methylhydantoin), CSC1=NC2=C(N1CC1=CC=C(C(=O)O)C=C1)C=CC=C2 (4-{[2-(methylthio)-1H-benzimidazol-1-yl]methyl}benzoic acid), N1C(=O)NC(=O)C1 (hydantoin), C(=O)(C(F)(F)F)O (TFA). Product: CC1(NC(NC1=O)=O)CNC(C1=CC=C(C=C1)CN1C(=NC2=C1C=CC=C2)SC)=O (N-[(4-methyl-2,5-dioxo-4-imidazolidinyl)methyl]-4-{[2-(methylthio)-1H-benzimidazol-1-yl]methyl}benzamide). Yield: 38.1%. Reaction SMILES: [NH2:1][CH2:2][C:3]1([CH3:10])[NH:7][C:6](=[O:8])[NH:5][C:4]1=[O:9].[CH3:11][S:12][C:13]1[N:17]([CH2:18][C:19]2[CH:27]=[CH:26][C:22]([C:23](O)=[O:24])=[CH:21][CH:20]=2)[C:16]2[CH:28]=[CH:29][CH:30]=[CH:31][C:15]=2[N:14]=1.N1CC(=O)NC1=O.C(O)(C(F)(F)F)=O>>[CH3:10][C:3]1([CH2:2][NH:1][C:23](=[O:24])[C:22]2[CH:26]=[CH:27][C:19]([CH2:18][N:17]3[C:16]4[CH:28]=[CH:29][CH:30]=[CH:31][C:15]=4[N:14]=[C:13]3[S:12][CH3:11])=[CH:20][CH:21]=2)[C:4](=[O:9])[NH:5][C:6](=[O:8])[NH:7]1. Procedure: 5-(aminomethyl)-5-methylhydantoin (109a) (55 mg, 0.31 mmol) was coupled with 4-{[2-(methylthio)-1H-benzimidazol-1-yl]methyl}benzoic acid (108 mg, 0.37 mmol) using general coupling method B to give 50 mg (39%) of the product hydantoin as a TFA salt. MS found: (M+H)+=425. Reaction SMILES: [Br:9][CH2:10][CH:11]1[CH2:12][CH:13]=[CH:14][CH2:15][CH:16]1[C:17](=[O:18])[O:19][CH3:20].[CH3:1][CH2:2][Zn:3][CH2:4][CH3:5].[Cl-:25].[Cl:21][CH2:22][CH2:23][Cl:24].[Cl:6][CH2:7][I:8].[NH4+:26]>>[CH2:1]1[CH:13]2[CH2:12][CH:11]([CH2:10][Br:9])[CH:16]([C:17](=[O:18])[O:19][CH3:20])[CH2:15][CH:14]12. Starting materials: COC(=O)C1CC=CCC1CBr, CC[Zn]CC, [Cl-], ClCCCl, ClCI, [NH4+]. Yields the product COC(=O)C1CC2CC2CC1CBr. Starting materials: Cl.NC1=CC(=C(OCC(=O)OCC)C=C1)NC(C1=CC=C(C=C1)OCCCCC1=CC=CC=C1)=O (ethyl 4-amino-2-[p-(4 -phenylbutoxy)benzamido]phenoxyacetate hydrochloride), C(CC(=O)[O-])(=O)OCC1=CC=C(C=C1)OC (mono-p-methoxybenzyl malonate), C1(CCCCC1)N=C=NC1CCCCC1 (dicyclohexylcarbodiimide). Solvent: N1=CC=CC=C1 (pyridine). Run at time 8 hour. The product is COC1=CC=C(COC(=O)CC(=O)NC2=CC(=C(OCC(=O)OCC)C=C2)NC(C2=CC=C(C=C2)OCCCCC2=CC=CC=C2)=O)C=C1 (ethyl 4-(p-methoxybenzyloxycarbonyl)acetamido-2-[p-(4-phenylbutoxy)benzamido]phenoxyacetate). Reaction SMILES: Cl.[NH2:2][C:3]1[CH:15]=[CH:14][C:6]([O:7][CH2:8][C:9]([O:11][CH2:12][CH3:13])=[O:10])=[C:5]([NH:16][C:17](=[O:35])[C:18]2[CH:23]=[CH:22][C:21]([O:24][CH2:25][CH2:26][CH2:27][CH2:28][C:29]3[CH:34]=[CH:33][CH:32]=[CH:31][CH:30]=3)=[CH:20][CH:19]=2)[CH:4]=1.[C:36]([O:42][CH2:43][C:44]1[CH:49]=[CH:48][C:47]([O:50][CH3:51])=[CH:46][CH:45]=1)(=[O:41])[CH2:37][C:38]([O-])=[O:39].C1(N=C=NC2CCCCC2)CCCCC1>N1C=CC=CC=1>[CH3:51][O:50][C:47]1[CH:46]=[CH:45][C:44]([CH2:43][O:42][C:36]([CH2:37][C:38]([NH:2][C:3]2[CH:15]=[CH:14][C:6]([O:7][CH2:8][C:9]([O:11][CH2:12][CH3:13])=[O:10])=[C:5]([NH:16][C:17](=[O:35])[C:18]3[CH:23]=[CH:22][C:21]([O:24][CH2:25][CH2:26][CH2:27][CH2:28][C:29]4[CH:30]=[CH:31][CH:32]=[CH:33][CH:34]=4)=[CH:20][CH:19]=3)[CH:4]=2)=[O:39])=[O:41])=[CH:49][CH:48]=1 |f:0.1|. Reported procedure: To a mixture of 200 mg of ethyl 4-amino-2-[p-(4 -phenylbutoxy)benzamido]phenoxyacetate hydrochloride, 107 mg of mono-p-methoxybenzyl malonate and 5 ml of pyridine was added 90 mg of dicyclohexylcarbodiimide. The mixture was stirred at room temperature overnight. The reaction mixture was treated in a manner similar to Example 68. Thereafter the system was applied to silica gel column chromatography and eluted with a toluene-ethyl acetate (4:1) mixture to obtain 110 mg of caramel-like ethyl 4-(p-m... Starting materials: ClCCC(=O)N1C2=C(NC(C3=C1C=CC=C3)=O)C=CC=N2 (11-(3-chloropropionyl)-5,11-dihydro-6H-pyrido [2,3-b]-[1,4]benzodiazepin-6-one), C([O-])([O-])=O.[Na+].[Na+] (sodium carbonate), C(C1=CC=CC=C1)N (benzylamine). The solvent is C(C)O (ethanol). Yields the product C(C1=CC=CC=C1)NCCC(=O)N1C2=C(NC(C3=C1C=CC=C3)=O)C=CC=N2 (11-[3-(Benzylamino)propionyl]-5,11-dihydro-6H-pyrido[2,3-b]-[1,4]benzodiazepin-6-one). RXN SMILES: Cl[CH2:2][CH2:3][C:4]([N:6]1[C:12]2[CH:13]=[CH:14][CH:15]=[CH:16][C:11]=2[C:10](=[O:17])[NH:9][C:8]2[CH:18]=[CH:19][CH:20]=[N:21][C:7]1=2)=[O:5].C(=O)([O-])[O-].[Na+].[Na+].[CH2:28]([NH2:35])[C:29]1[CH:34]=[CH:33][CH:32]=[CH:31][CH:30]=1>C(O)C>[CH2:28]([NH:35][CH2:2][CH2:3][C:4]([N:6]1[C:12]2[CH:13]=[CH:14][CH:15]=[CH:16][C:11]=2[C:10](=[O:17])[NH:9][C:8]2[CH:18]=[CH:19][CH:20]=[N:21][C:7]1=2)=[O:5])[C:29]1[CH:34]=[CH:33][CH:32]=[CH:31][CH:30]=1 |f:1.2.3|. Reported procedure: 6.0 gm of 11-(3-chloropropionyl)-5,11-dihydro-6H-pyrido [2,3-b]-[1,4]benzodiazepin-6-one, 2.3 gm of sodium carbonate and 4.4 gm of benzylamine were refluxed in 80 ml of ethanol for 4 hours. Then the hot mixture was suction-filtered, the alcohol was distilled off, and the residue was purified on a silica gel column. The evaporation residue of the eluate was recrystallized twice from n-propanol.